Dataset: the Open Reaction Database (ORD), a public repository of structured organic reaction records. Task: describe an organic reaction: reactants, conditions, products, and yield Reactants: Brc1ccc2[nH]c3ccccc3c2c1, CN(C)C=O, [H-], [Na+], ClCc1ccc(-c2ccccc2)cc1. Yields the product Brc1ccc2c(c1)c1ccccc1n2Cc1ccc(-c2ccccc2)cc1. As a reaction SMILES: [Br:1][c:2]1[cH:3][cH:4][c:5]2[nH:6][c:7]3[cH:8][cH:9][cH:10][cH:11][c:12]3[c:13]2[cH:14]1.[CH3:31][N:32]([CH3:33])[CH:34]=[O:35].[H-:15].[Na+:16].[c:17]1(-[c:23]2[cH:24][cH:25][c:26]([CH2:27][Cl:28])[cH:29][cH:30]2)[cH:18][cH:19][cH:20][cH:21][cH:22]1>>[Br:1][c:2]1[cH:3][cH:4][c:5]2[n:6]([CH2:27][c:26]3[cH:25][cH:24][c:23](-[c:17]4[cH:18][cH:19][cH:20][cH:21][cH:22]4)[cH:30][cH:29]3)[c:7]3[cH:8][cH:9][cH:10][cH:11][c:12]3[c:13]2[cH:14]1. Starting materials: O=C1CCC(=O)N1Br, ClC(Cl)(Cl)Cl, CC(C)(C)C(=O)COc1ccc(Cl)cn1. The product is CC(C)(C)C(=O)C(Br)Oc1ccc(Cl)cn1. Reaction SMILES: [Br:16][N:17]1[C:18](=[O:19])[CH2:20][CH2:21][C:22]1=[O:23].[C:24]([Cl:25])([Cl:26])([Cl:27])[Cl:28].[Cl:1][c:2]1[cH:3][cH:4][c:5]([O:8][CH2:9][C:10]([C:11]([CH3:12])([CH3:13])[CH3:14])=[O:15])[n:6][cH:7]1>>[Cl:1][c:2]1[cH:3][cH:4][c:5]([O:8][CH:9]([C:10]([C:11]([CH3:12])([CH3:13])[CH3:14])=[O:15])[Br:16])[n:6][cH:7]1. Reactants: C=NCC(C)(C1=CSC=C1)C (methylene-(2-methyl-2-thiophene-3-yl-propyl)-amine), Cl (HCl), Cl (HCl), [OH-].[Na+] (NaOH). Product: CC1(C=2C(CNC1)=CSC2)C (7,7-dimethyl-4,5,6,7-tetrahydro-thieno[3,4-c]pyridine). As a reaction SMILES: [CH2:1]=[N:2][CH2:3][C:4]([CH3:11])([C:6]1[CH:10]=[CH:9][S:8][CH:7]=1)[CH3:5].Cl.[OH-].[Na+]>>[CH3:5][C:4]1([CH3:11])[CH2:3][NH:2][CH2:1][C:10]2=[CH:9][S:8][CH:7]=[C:6]12 |f:2.3|. Reported procedure: 6.00 g (35.9 mmol) methylene-(2-methyl-2-thiophene-3-yl-propyl)-amine, 11.3 mL (45.3 mmol) 4M HCl and 11.8 mL (142 mmol) conc. HCl were stirred at RT over the weekend. The reaction mixture was made alkaline with 4M NaOH solution. The precipitate formed was suction filtered, washed with water and dried. The substance was purified through Alox. The product-containing fractions were combined and concentrated to dryness by rotary evaporation. Starting materials: CCOC(C)=O, Cl, CC(C)(C)OC(=O)CN1CCN(c2ccccn2)C1=O. Product: O=C(O)CN1CCN(c2ccccn2)C1=O. As a reaction SMILES: [CH3:22][CH2:23][O:24][C:25]([CH3:26])=[O:27].[ClH:21].[O:1]=[C:2]1[N:3]([CH2:13][C:14](=[O:15])[O:16][C:17]([CH3:18])([CH3:19])[CH3:20])[CH2:4][CH2:5][N:6]1[c:7]1[n:8][cH:9][cH:10][cH:11][cH:12]1>>[O:1]=[C:2]1[N:3]([CH2:13][C:14](=[O:15])[OH:16])[CH2:4][CH2:5][N:6]1[c:7]1[n:8][cH:9][cH:10][cH:11][cH:12]1.